Task: describe an organic reaction: reactants, conditions, products, and yield. Dataset: the Open Reaction Database (ORD), a public repository of structured organic reaction records The reactants are Cc1ccccc1C(O)c1ccncc1, CCOCC, ClCCl, O=[Cr](=O)([O-])Cl, c1cc[nH+]cc1. The product is Cc1ccccc1C(=O)c1ccncc1. Reaction SMILES: [CH3:12][c:13]1[c:14]([CH:19]([OH:20])[c:21]2[cH:22][cH:23][n:24][cH:25][cH:26]2)[cH:15][cH:16][cH:17][cH:18]1.[CH3:27][CH2:28][O:29][CH2:30][CH3:31].[Cl:32][CH2:33][Cl:34].[O:1]=[Cr:2]([Cl:3])([O-:4])=[O:5].[nH+:6]1[cH:7][cH:8][cH:9][cH:10][cH:11]1>>[CH3:12][c:13]1[c:14]([C:19](=[O:20])[c:21]2[cH:22][cH:23][n:24][cH:25][cH:26]2)[cH:15][cH:16][cH:17][cH:18]1. Yields the product COC(=O)Nc1ncc(C2(O)CCC3(CC2)OCCO3)s1. RXN SMILES: [CH2:27]1[O:28][CH2:29][CH2:30][CH2:31]1.[CH3:1][CH2:2][CH2:3][CH2:4][Li:5].[CH3:6][O:7][C:8]([NH:9][c:10]1[s:11][cH:12][cH:13][n:14]1)=[O:15].[O:16]1[CH2:17][CH2:18][O:19][C:20]12[CH2:21][CH2:22][C:23](=[O:26])[CH2:24][CH2:25]2>>[CH3:6][O:7][C:8]([NH:9][c:10]1[s:11][c:12]([C:23]2([OH:26])[CH2:22][CH2:21][C:20]3([O:16][CH2:17][CH2:18][O:19]3)[CH2:25][CH2:24]2)[cH:13][n:14]1)=[O:15]. The reactants are C1CCOC1, [Li]CCCC, COC(=O)Nc1nccs1, O=C1CCC2(CC1)OCCO2. Reactants: ClC1=C(C(=NC2=CC(=CC(=C12)F)F)C=1C=NC=C(C1)C)C (4-chloro-5,7-difluoro-3-methyl-2-(5-methylpyridin-3-yl)quinoline), CC1(CNC=2C1=NC=C(C2)N2CCOCC2)C (4-(3,3-dimethyl-2,3-dihydro-1H-pyrrolo[3,2-b]pyridin-6-yl)morpholine), CC(C)C1=CC(=C(C(=C1)C(C)C)C2=C(C=CC=C2)P(C3CCCCC3)C4CCCCC4)C(C)C (XPhos), CC(C)([O-])C.[Na+] (sodium tert-butoxide). Reagents/catalysts: C=1C=CC(=CC1)/C=C/C(=O)/C=C/C2=CC=CC=C2.C=1C=CC(=CC1)/C=C/C(=O)/C=C/C2=CC=CC=C2.C=1C=CC(=CC1)/C=C/C(=O)/C=C/C2=CC=CC=C2.[Pd].[Pd] (Pd2dba3). The solvent is C1(=CC=CC=C1)C (toluene). Yields the product CC1(CN(C=2C1=NC=C(C2)N2CCOCC2)C2=C(C(=NC1=CC(=CC(=C21)F)F)C=2C=NC=C(C2)C)C)C (4-(3,3-dimethyl-6-(4-morpholinyl)-2,3-dihydro-1H-pyrrolo[3,2-b]pyridin-1-yl)-5,7-difluoro-3-methyl-2-(5-methyl-3-pyridinyl)quinoline). Reaction SMILES: Cl[C:2]1[C:11]2[C:6](=[CH:7][C:8]([F:13])=[CH:9][C:10]=2[F:12])[N:5]=[C:4]([C:14]2[CH:15]=[N:16][CH:17]=[C:18]([CH3:20])[CH:19]=2)[C:3]=1[CH3:21].[CH3:22][C:23]1([CH3:38])[C:27]2=[N:28][CH:29]=[C:30]([N:32]3[CH2:37][CH2:36][O:35][CH2:34][CH2:33]3)[CH:31]=[C:26]2[NH:25][CH2:24]1.CC(C1C=C(C(C)C)C(C2C=CC=CC=2P(C2CCCCC2)C2CCCCC2)=C(C(C)C)C=1)C.CC(C)([O-])C.[Na+]>C1C=CC(/C=C/C(/C=C/C2C=CC=CC=2)=O)=CC=1.C1C=CC(/C=C/C(/C=C/C2C=CC=CC=2)=O)=CC=1.C1C=CC(/C=C/C(/C=C/C2C=CC=CC=2)=O)=CC=1.[Pd].[Pd].C1(C)C=CC=CC=1>[CH3:22][C:23]1([CH3:38])[C:27]2=[N:28][CH:29]=[C:30]([N:32]3[CH2:37][CH2:36][O:35][CH2:34][CH2:33]3)[CH:31]=[C:26]2[N:25]([C:2]2[C:11]3[C:6](=[CH:7][C:8]([F:13])=[CH:9][C:10]=3[F:12])[N:5]=[C:4]([C:14]3[CH:15]=[N:16][CH:17]=[C:18]([CH3:20])[CH:19]=3)[C:3]=2[CH3:21])[CH2:24]1 |f:3.4,5.6.7.8.9|. Procedure details: Prepared according to procedure Y by stirring 4-chloro-5,7-difluoro-3-methyl-2-(5-methylpyridin-3-yl)quinoline (40 mg, 0.131 mmol), 4-(3,3-dimethyl-2,3-dihydro-1H-pyrrolo[3,2-b]pyridin-6-yl)morpholine (30.6 mg, 0.131 mmol), Pd2dba3 (12.0 mg, 0.013 mmol), XPhos (12.5 mg, 0.026 mmol), sodium tert-butoxide (38 mg, 0.394 mmol), and toluene (1.3 mL) at 105° C. for 2 h. Purification by reverse-phase HPLC (0-60% acetonitrile in water) gave 4-(3,3-dimethyl-6-(4-morpholinyl)-2,3-dihydro-1H-pyrrolo[3,2-b]... Procedure details: Solution A was prepared by the addition of 300 g of zirconium acid sulfate to 370 g of water. A second aqueous solution (Solution B) containing an excess amount of base in an amount of 0.101 excess equivalents per equivalent of the zirconium acid sulfate of Solution A was prepared as follows: Sodium 2-ethylhexanoate was prepared in situ by adding 133.0 g of 2-ethylhexanoate acid to 643.4 g of water and a neutralizing amount of 73.9 g of sodium hydroxide (an exact equivalent). Sodium carbonate wa... The reactants are [Zr] (zirconium), C([O-])([O-])=O.[Na+].[Na+] (Sodium carbonate), [OH-].[Na+] (sodium hydroxide), Solution B, [Zr] (zirconium), [Zr] (zirconium), C(C)C(C(=O)[O-])CCCC (2-ethylhexanoate). Product: C(C)C(C(=O)[O-])CCCC.[Na+] (Sodium 2-ethylhexanoate), [Zr] (zirconium). The solvent is O (water), O (water). RXN SMILES: [Zr:1].[CH2:2]([CH:4]([CH2:8][CH2:9][CH2:10][CH3:11])[C:5]([O-:7])=[O:6])[CH3:3].[OH-].[Na+:13].C(=O)([O-])[O-].[Na+].[Na+]>O>[CH2:2]([CH:4]([CH2:8][CH2:9][CH2:10][CH3:11])[C:5]([O-:7])=[O:6])[CH3:3].[Na+:13].[Zr:1] |f:2.3,4.5.6,8.9|.